Dataset: the Open Reaction Database (ORD), a public repository of structured organic reaction records. Task: describe an organic reaction: reactants, conditions, products, and yield Reactants: FC1=C(C=CC(=C1)SC)N (2-Fluoro-4-methylsulfanyl-phenylamine), C1(=CC=CC=C1)P(C1(C(=C2C=CC=CC2=CC1)C1=CC=CC2=CC=CC=C12)P(C1=CC=CC=C1)C1=CC=CC=C1)C1=CC=CC=C1 (rac-2,2-bis(diphenylphosphino)-1,1′-binaphthyl), C([O-])([O-])=O.[Cs+].[Cs+] (cesium carbonate), C(C)OC(=O)C1=NC=2N(C(=C1Cl)C)N=CC2 (6-chloro-7-methylpyrazolo[1,5-a]pyrimidine-5-carboxylic acid ethyl ester). The reagents and catalysts are C(C)(=O)[O-].[Pd+2].C(C)(=O)[O-] (palladium(II) acetate). The solvent is C1(=CC=CC=C1)C (toluene), CCOC(=O)C (EtOAc). Reaction conditions: temperature 80 celsius, time 10 minute. Product: C(C)OC(=O)C1=NC=2N(C(=C1NC1=C(C=C(C=C1)SC)F)C)N=CC2 (6-(2-fluoro-4-methylsulfanyl-phenylamino)-7-methylpyrazolo[1,5-a]pyrimidine-5-carboxylic acid ethyl ester). Reaction SMILES: [F:1][C:2]1[CH:7]=[C:6]([S:8][CH3:9])[CH:5]=[CH:4][C:3]=1[NH2:10].C1(P(C2C=CC=CC=2)C2(P(C3C=CC=CC=3)C3C=CC=CC=3)CC=C3C(C=CC=C3)=C2C2C3C(=CC=CC=3)C=CC=2)C=CC=CC=1.C(=O)([O-])[O-].[Cs+].[Cs+].[CH2:63]([O:65][C:66]([C:68]1[C:73](Cl)=[C:72]([CH3:75])[N:71]2[N:76]=[CH:77][CH:78]=[C:70]2[N:69]=1)=[O:67])[CH3:64]>C1(C)C=CC=CC=1.CCOC(C)=O.C([O-])(=O)C.[Pd+2].C([O-])(=O)C>[CH2:63]([O:65][C:66]([C:68]1[C:73]([NH:10][C:3]2[CH:4]=[CH:5][C:6]([S:8][CH3:9])=[CH:7][C:2]=2[F:1])=[C:72]([CH3:75])[N:71]2[N:76]=[CH:77][CH:78]=[C:70]2[N:69]=1)=[O:67])[CH3:64] |f:2.3.4,8.9.10|. Procedure details: 2-Fluoro-4-methylsulfanyl-phenylamine (1.01 equivalents), palladium(II) acetate (0.10 equivalents), rac-2,2-bis(diphenylphosphino)-1,1′-binaphthyl (0.15 equivalents), and cesium carbonate (1.50 equivalents) are added to a solution of 6-chloro-7-methylpyrazolo[1,5-a]pyrimidine-5-carboxylic acid ethyl ester (1.00 equivalent) in toluene in a sealed vial. After stirring 10 minutes, the mixture is heated to 80° C. After 24 hours, the reaction mixture is cooled to room temperature and diluted with EtO... The product is OCCN(CCCOC=1C=CC2=C(N(C=N2)C=2SC(=C(N2)C2=CC(=CC=C2)Cl)C(=O)N)C1)CCO (2-(6-{3-[bis-(2-hydroxy-ethyl)-amino]-propoxy}-benzoimidazol-1-yl)-4-(3-chloro-phenyl)-thiazole-5-carboxylic acid amide). Yield: 56.2%. The reactants are ClCCCOC=1C=CC2=C(N(C=N2)C=2SC(=C(N2)C2=CC(=CC=C2)Cl)C(=O)N)C1 (2-[6-(3-chloro-propoxy)-benzoimidazol-1-yl]-4-(3-chloro-phenyl)-thiazole-5-carboxylic acid amide), C([O-])([O-])=O.[K+].[K+] (potassium carbonate), [I-].[K+] (potassium iodide), OCCNCCO (2-(2-hydroxy-ethylamino)-ethanol). Run at time 3 hour. Solvent: CN(C=O)C (dimethylformamide). Reaction SMILES: Cl[CH2:2][CH2:3][CH2:4][O:5][C:6]1[CH:7]=[CH:8][C:9]2[N:13]=[CH:12][N:11]([C:14]3[S:15][C:16]([C:26]([NH2:28])=[O:27])=[C:17]([C:19]4[CH:24]=[CH:23][CH:22]=[C:21]([Cl:25])[CH:20]=4)[N:18]=3)[C:10]=2[CH:29]=1.C(=O)([O-])[O-].[K+].[K+].[I-].[K+].[OH:38][CH2:39][CH2:40][NH:41][CH2:42][CH2:43][OH:44]>CN(C)C=O>[OH:38][CH2:39][CH2:40][N:41]([CH2:42][CH2:43][OH:44])[CH2:2][CH2:3][CH2:4][O:5][C:6]1[CH:7]=[CH:8][C:9]2[N:13]=[CH:12][N:11]([C:14]3[S:15][C:16]([C:26]([NH2:28])=[O:27])=[C:17]([C:19]4[CH:24]=[CH:23][CH:22]=[C:21]([Cl:25])[CH:20]=4)[N:18]=3)[C:10]=2[CH:29]=1 |f:1.2.3,4.5|. Procedure details: A mixture of 0.043 g (0.1 mmole) of 2-[6-(3-chloro-propoxy)-benzoimidazol-1-yl]-4-(3-chloro-phenyl)-thiazole-5-carboxylic acid amide (I.34a), 1 mL of dimethylformamide, 0.069 g (0.5 mmole) of potassium carbonate, 0.001 g of potassium iodide and 0.029 mL (0.3 mmole) of 2-(2-hydroxy-ethylamino)-ethanol was stirred at 100 degrees for 3 hours. The mixture was concentrated under reduced pressure, and diluted with 20 mL of water. The precipitate was collected by filtration and the solid triturated wit... Starting materials: S(N)(O)(=O)=O (sulphamic acid), Cl(=O)[O-].[Na+] (sodium chlorite), C1(=CC=CC=C1)C=1C=C(SC1)C=O (4-phenyl-thiophene-2-carboxaldehyde). Solvent: O (water), CC(=O)C.O (acetone water), O (water). Conditions: temperature 0 celsius. Yields the product C1(=CC=CC=C1)C=1C=C(SC1)C(=O)O (4-Phenyl-thiophene-2-carboxylic acid). Yield: 61.2%. Reaction SMILES: [C:1]1([C:7]2[CH:8]=[C:9]([CH:12]=[O:13])[S:10][CH:11]=2)[CH:6]=[CH:5][CH:4]=[CH:3][CH:2]=1.S(=O)(=O)([OH:16])N.Cl([O-])=O.[Na+]>CC(C)=O.O.O>[C:1]1([C:7]2[CH:8]=[C:9]([C:12]([OH:16])=[O:13])[S:10][CH:11]=2)[CH:2]=[CH:3][CH:4]=[CH:5][CH:6]=1 |f:2.3,4.5|. Procedure details: 4-phenyl-thiophene-2-carboxaldehyde (150 mg, 0.80 mmol) was dissolved in acetone-water mixture (2:1) (3 mL) and cooled to 0° C. To this reaction mixture was added sulphamic acid (232 mg, 2.38 mmol) and sodium chlorite (288 mg, 3.18 mmol) dissolved in minimum amount of water. The resulting reaction mixture was allowed to stir at room temperature for half an hour. The reaction mixture was then diluted with water and extracted with ethyl acetate. The organic layer was washed with brine solution, dr... The reactants are ClC1=C2C=CNC2=CC=C1 (4-chloro-1H-indole), [OH-].[Na+] (sodium hydroxide), n-tetrabutyl ammonium hydrogen sulfate, C(C1=CC=CC=C1)Cl (benzyl chloride). Solvent: C1=CC=CC=C1 (benzene). Run at temperature 60 celsius, time 4 hour. The product is ClC1=C2C=CN(C2=CC=C1)CC1=CC=CC=C1 (4-chloro-1-benzyl-1H-indole). Reaction SMILES: [Cl:1][C:2]1[CH:10]=[CH:9][CH:8]=[C:7]2[C:3]=1[CH:4]=[CH:5][NH:6]2.[OH-].[Na+].[CH2:13](Cl)[C:14]1[CH:19]=[CH:18][CH:17]=[CH:16][CH:15]=1>C1C=CC=CC=1>[Cl:1][C:2]1[CH:10]=[CH:9][CH:8]=[C:7]2[C:3]=1[CH:4]=[CH:5][N:6]2[CH2:13][C:14]1[CH:19]=[CH:18][CH:17]=[CH:16][CH:15]=1 |f:1.2|. Procedure details: A mixture of 16.9 g of 4-chloro-1H-indole, 170 ml of benzene, 85 ml of aqueous 50% sodium hydroxide solution, 1.89 g of n-tetrabutyl ammonium hydrogen sulfate and 16.6 ml of benzyl chloride was heated at 60° C. with strong stirring for 4 hours and was then cooled to room temperature. The decanted organic phase was washed with water, dried and evaporated to dryness. The 30.2 g of residue were chromatographed over silica gel and were eluted with cyclohexane to obtain 22.8 g of 4-chloro-1-benzyl-1H... Reactants: CCCCCCCCC(=O)Oc1ccc(C(=O)O)cc1, CN(C)c1ccncc1, C(=NC1CCCCC1)=NC1CCCCC1, ClCCl, CCCCCCC(C)C(=O)c1ccc(-c2ccc(O)cc2)cc1. Yields the product CCCCCCCCC(=O)Oc1ccc(C(=O)O)cc1, CCCCCCC(C)C(=O)c1ccc(-c2ccccc2)cc1. As a reaction SMILES: [C:1]([CH2:2][CH2:3][CH2:4][CH2:5][CH2:6][CH2:7][CH2:8][CH3:9])(=[O:10])[O:11][c:12]1[cH:13][cH:14][c:15]([C:16](=[O:17])[OH:18])[cH:19][cH:20]1.[CH3:59][N:60]([CH3:61])[c:62]1[cH:63][cH:64][n:65][cH:66][cH:67]1.[CH:44]1([N:45]=[C:46]=[N:47][CH:48]2[CH2:49][CH2:50][CH2:51][CH2:52][CH2:53]2)[CH2:54][CH2:55][CH2:56][CH2:57][CH2:58]1.[Cl:68][CH2:69][Cl:70].[OH:21][c:22]1[cH:23][cH:24][c:25](-[c:28]2[cH:29][cH:30][c:31]([C:34]([CH:35]([CH2:36][CH2:37][CH2:38][CH2:39][CH2:40][CH3:41])[CH3:42])=[O:43])[cH:32][cH:33]2)[cH:26][cH:27]1>>[C:1]([CH2:2][CH2:3][CH2:4][CH2:5][CH2:6][CH2:7][CH2:8][CH3:9])(=[O:10])[O:11][c:12]1[cH:13][cH:14][c:15]([C:16](=[O:17])[OH:18])[cH:19][cH:20]1.[cH:22]1[cH:23][cH:24][c:25](-[c:28]2[cH:29][cH:30][c:31]([C:34]([CH:35]([CH2:36][CH2:37][CH2:38][CH2:39][CH2:40][CH3:41])[CH3:42])=[O:43])[cH:32][cH:33]2)[cH:26][cH:27]1. The reactants are C(CCCCCCCCCCCCC)OC(CCCCC1=CC(=C(C(=C1)[N+](=O)[O-])O)O)=O (Tetradecyl-5-(3,4-dihydroxy-5-nitrophenyl)pentanoate). Solvent: C(C)(=O)OC(C)=O (acetic anhydride). The product is C(C)(=O)OC=1C=C(C=C(C1OC(C)=O)[N+](=O)[O-])CCCCC(=O)OCCCCCCCCCCCCCC (Tetradecyl 5-(3,4-diacetoxy-5-nitrophenyl)pentanoate). As a reaction SMILES: [CH2:1]([O:15][C:16](=[O:32])[CH2:17][CH2:18][CH2:19][CH2:20][C:21]1[CH:26]=[C:25]([N+:27]([O-:29])=[O:28])[C:24]([OH:30])=[C:23]([OH:31])[CH:22]=1)[CH2:2][CH2:3][CH2:4][CH2:5][CH2:6][CH2:7][CH2:8][CH2:9][CH2:10][CH2:11][CH2:12][CH2:13][CH3:14]>C(OC(=O)C)(=O)C>[C:1]([O:31][C:23]1[CH:22]=[C:21]([CH2:20][CH2:19][CH2:18][CH2:17][C:16]([O:15][CH2:1][CH2:2][CH2:3][CH2:4][CH2:5][CH2:6][CH2:7][CH2:8][CH2:9][CH2:10][CH2:11][CH2:12][CH2:13][CH3:14])=[O:32])[CH:26]=[C:25]([N+:27]([O-:29])=[O:28])[C:24]=1[O:30][C:24](=[O:30])[CH3:23])(=[O:15])[CH3:2]. Procedure details: A solution containing 0.1 g of the product obtained in Example 29 in 2 ml of acetic anhydride was refluxed for 20 min. The solvent was evaporated in vacuo and the residue crystallized from petroleum ether (b.p. 40° C.), m.p. 52°-54° C.